From a dataset of the Open Reaction Database (ORD), a public repository of structured organic reaction records. describe an organic reaction: reactants, conditions, products, and yield Starting materials: C1(CC1)C1=CC=C(C(=N1)C(=O)O)C(=O)O (6-cyclopropyl-pyridine-2,3-dicarboxylic acid), C(C)(=O)OC(C)=O (acetic anhydride). Run at temperature 110 celsius, time 2 hour. Yields the product COC(=O)C1=NC(=CC=C1C(=O)O)C1CC1 (6-Cyclopropyl-pyridine-2,3-dicarboxylic acid 2-methyl ester). RXN SMILES: [CH:1]1([C:4]2[N:9]=[C:8]([C:10]([OH:12])=[O:11])[C:7]([C:13]([OH:15])=[O:14])=[CH:6][CH:5]=2)[CH2:3][CH2:2]1.[C:16](OC(=O)C)(=O)C>>[CH3:16][O:11][C:10]([C:8]1[C:7]([C:13]([OH:15])=[O:14])=[CH:6][CH:5]=[C:4]([CH:1]2[CH2:2][CH2:3]2)[N:9]=1)=[O:12]. Reported procedure: A mixture of 6-cyclopropyl-pyridine-2,3-dicarboxylic acid (D82, 19.8 g, 95.6 mmol) in acetic anhydride (100 ml) was heated at 110° C. for 2 hours and then was concentrated in vacuum. To the residue was added methanol (100 ml) and stirring was continued at room temperature for 2 hours. The reaction mixture was concentrated in vacuum and the residue was purified by column chromatography on silica gel (10% ethyl acetate in petroleum ether) and C-18 reversed phase column (5% methanol/water to methan... The reactants are BrCc1ccccc1, O=C([O-])[O-], [Cs+], [Cs+], CN(C)C=O, O, Oc1ccc(Br)cc1Cl. Product: Clc1cc(Br)ccc1OCc1ccccc1. As a reaction SMILES: [Br:16][CH2:17][c:18]1[cH:19][cH:20][cH:21][cH:22][cH:23]1.[C:10](=[O:11])([O-:12])[O-:13].[Cs+:14].[Cs+:15].[O:25]=[CH:26][N:27]([CH3:28])[CH3:29].[OH2:24].[OH:1][c:2]1[cH:3][cH:4][c:5]([Br:6])[cH:7][c:8]1[Cl:9]>>[O:1]([c:2]1[cH:3][cH:4][c:5]([Br:6])[cH:7][c:8]1[Cl:9])[CH2:17][c:18]1[cH:19][cH:20][cH:21][cH:22][cH:23]1. Reactants: O=Cc1cc(Br)cs1, CCOCC, [Li]C, [Cl-], [NH4+], O. Yields the product CC(O)c1cc(Br)cs1. Reaction SMILES: [Br:1][c:2]1[cH:3][c:4]([CH:7]=[O:8])[s:5][cH:6]1.[CH2:14]([O:15][CH2:16][CH3:17])[CH3:18].[CH3:9][Li:10].[Cl-:11].[NH4+:12].[OH2:13]>>[Br:1][c:2]1[cH:3][c:4]([CH:7]([OH:8])[CH3:9])[s:5][cH:6]1.